The task is: describe an organic reaction: reactants, conditions, products, and yield. This data is from the Open Reaction Database (ORD), a public repository of structured organic reaction records. Reactants: O=C(O)C1CC(O)CN1C(=O)OCc1ccccc1, C1CCOC1, O=S(=O)(CC(F)F)C(F)(F)F, [H-], [Na+]. Yields the product O=C(O)C1CC(OCC(F)F)CN1C(=O)OCc1ccccc1. Reaction SMILES: [CH2:1]([c:2]1[cH:3][cH:4][cH:5][cH:6][cH:7]1)[O:8][C:9](=[O:10])[N:11]1[CH:12]([C:17](=[O:18])[OH:19])[CH2:13][CH:14]([OH:16])[CH2:15]1.[CH2:33]1[O:34][CH2:35][CH2:36][CH2:37]1.[F:22][CH:23]([CH2:24][S:25]([C:26]([F:27])([F:28])[F:29])(=[O:30])=[O:31])[F:32].[H-:21].[Na+:20]>>[CH2:1]([c:2]1[cH:3][cH:4][cH:5][cH:6][cH:7]1)[O:8][C:9](=[O:10])[N:11]1[CH:12]([C:17](=[O:18])[OH:19])[CH2:13][CH:14]([O:16][CH2:24][CH:23]([F:22])[F:32])[CH2:15]1. The reactants are C(#N)C1=CC=C(OCC2=CC=C(C=C2)F)C=C1 (4-cyanophenoxy-(4'-fluorophenyl) methane), C(C)O (ethanol), CCOCC (ether), Cl (hydrogen chloride). Reaction conditions: time 24 hour. As a reaction SMILES: [C:1]([C:3]1[CH:17]=[CH:16][C:6]([O:7][CH2:8][C:9]2[CH:14]=[CH:13][C:12]([F:15])=[CH:11][CH:10]=2)=[CH:5][CH:4]=1)#N.[CH2:18]([OH:20])[CH3:19].Cl.CC[O:24]CC>>[CH2:18]([O:20][C:1]([C:3]1[CH:17]=[CH:16][C:6]([O:7][CH2:8][C:9]2[CH:14]=[CH:13][C:12]([F:15])=[CH:11][CH:10]=2)=[CH:5][CH:4]=1)=[O:24])[CH3:19]. Yields the product C(C)OC(=O)C1=CC=C(OCC2=CC=C(C=C2)F)C=C1 (4-ethoxycarbonylphenoxy-(4'-fluorophenyl) methane). Procedure details: A solution of 4-cyanophenoxy-(4'-fluorophenyl) methane (2.25g.; 0.1 mole) in dry ether (20ml) with ethanol (0.46g.; 0.1 mole) was cooled in an ice-bath and then saturated with dry hydrogen chloride gas then allowed to stand for 24 hrs. The resulting solid was filtered off and dried, m.p. 210° C (rearrangement at 135° C). The imino-ether (1.54g) was dissolved in water (30ml) neutralised with dilute sodium hydroxide solution then boiled under reflux for 3 hrs. Mixture cooled and the product extrac... Reactants: CC(=O)Cl, CN(C)c1ccncc1, CCN(C(C)C)C(C)C, ClCCl, CC(C)NCC1CN(S(=O)(=O)c2cccs2)CCN1c1ccc(C(C)(O)C(F)(F)F)cc1. The product is CC(=O)N(CC1CN(S(=O)(=O)c2cccs2)CCN1c1ccc(C(C)(O)C(F)(F)F)cc1)C(C)C. As a reaction SMILES: [CH3:33][C:34]([Cl:35])=[O:36].[CH3:49][N:50]([CH3:51])[c:52]1[cH:53][cH:54][n:55][cH:56][cH:57]1.[CH:37]([N:38]([CH2:39][CH3:40])[CH:41]([CH3:42])[CH3:43])([CH3:44])[CH3:45].[Cl:46][CH2:47][Cl:48].[F:1][C:2]([C:3]([CH3:4])([OH:5])[c:6]1[cH:7][cH:8][c:9]([N:12]2[CH:13]([CH2:26][NH:27][CH:28]([CH3:29])[CH3:30])[CH2:14][N:15]([S:18](=[O:19])(=[O:20])[c:21]3[s:22][cH:23][cH:24][cH:25]3)[CH2:16][CH2:17]2)[cH:10][cH:11]1)([F:31])[F:32]>>[F:1][C:2]([C:3]([CH3:4])([OH:5])[c:6]1[cH:7][cH:8][c:9]([N:12]2[CH:13]([CH2:26][N:27]([CH:28]([CH3:29])[CH3:30])[C:34]([CH3:33])=[O:36])[CH2:14][N:15]([S:18](=[O:19])(=[O:20])[c:21]3[s:22][cH:23][cH:24][cH:25]3)[CH2:16][CH2:17]2)[cH:10][cH:11]1)([F:31])[F:32].